This data is from the Open Reaction Database (ORD), a public repository of structured organic reaction records. The task is: describe an organic reaction: reactants, conditions, products, and yield Starting materials: FC1=CC=C(C=C1)C(C(Br)C1=CC=C(C=C1)SC)=O (1-(4-fluorophenyl)-2-(4-methylthiophenyl)-2-bromoethanone), ClC=1C=C(OCC(=S)N)C=CC1 (3-chlorophenoxy thioacetamide). The solvent is C(C)#N (acetonitrile), C(C)O (ethanol), CO (methanol). Conditions: temperature 0 celsius. Yields the product ClC=1C=C(OCC=2SC(=C(N2)C2=CC=C(C=C2)F)C2=CC=C(C=C2)SC)C=CC1 (2-((3-chlorophenoxy)methyl)-4-(4-fluorophenyl)-5-(4-methylthiophenyl)thiazole). RXN SMILES: [F:1][C:2]1[CH:7]=[CH:6][C:5]([C:8](=O)[CH:9]([C:11]2[CH:16]=[CH:15][C:14]([S:17][CH3:18])=[CH:13][CH:12]=2)Br)=[CH:4][CH:3]=1.[Cl:20][C:21]1[CH:22]=[C:23]([CH:29]=[CH:30][CH:31]=1)[O:24][CH2:25][C:26]([NH2:28])=[S:27]>C(#N)C.C(O)C.CO>[Cl:20][C:21]1[CH:22]=[C:23]([CH:29]=[CH:30][CH:31]=1)[O:24][CH2:25][C:26]1[S:27][C:9]([C:11]2[CH:16]=[CH:15][C:14]([S:17][CH3:18])=[CH:13][CH:12]=2)=[C:8]([C:5]2[CH:6]=[CH:7][C:2]([F:1])=[CH:3][CH:4]=2)[N:28]=1. Procedure: A solution of 1-(4-fluorophenyl)-2-(4-methylthiophenyl)-2-bromo-ethanone (1.98 g, 5.84 mmol) (Example 1, Step 3) and 3-chlorophenoxy thioacetamide (1.18 g, 5.85 mmol) in 15 mL of acetonitrile and 10 mL of ethanol was heated to reflux for 16 hours. The solution was diluted with methanol, cooled to 0° C. in an ice bath and a precipitate formed that was removed by filtration. The solid was air dried and then recrystallized from methanol to provide (1.67 g; 65%),of pure 2-((3-chlorophenoxy)methyl)-4... The reactants are C1CCOC1, O=C(Cl)C(=O)Cl, O=S(=O)(O)Cc1ccccc1C(F)(F)F, CN(C)C=O. The product is O=S(=O)(Cl)Cc1ccccc1C(F)(F)F. RXN SMILES: [CH2:22]1[O:23][CH2:24][CH2:25][CH2:26]1.[Cl:16][C:17]([C:18]([Cl:19])=[O:20])=[O:21].[F:1][C:2]([c:3]1[c:4]([CH2:9][S:10](=[O:11])(=[O:12])[OH:13])[cH:5][cH:6][cH:7][cH:8]1)([F:14])[F:15].[O:27]=[CH:28][N:29]([CH3:30])[CH3:31]>>[F:1][C:2]([c:3]1[c:4]([CH2:9][S:10](=[O:11])(=[O:12])[Cl:16])[cH:5][cH:6][cH:7][cH:8]1)([F:14])[F:15]. Starting materials: CS(=O)(=O)c1ccc(C(COC(=O)OCCCC(CO[N+](=O)[O-])O[N+](=O)[O-])=C(CO)c2ccccc2)cc1, ClCCl, O. The product is CS(=O)(=O)c1ccc(C(COC(=O)OCCCC(CO[N+](=O)[O-])O[N+](=O)[O-])=C(C(=O)O)c2ccccc2)cc1. Reaction SMILES: [C:1]([O:2][CH2:3][CH2:4][CH2:5][CH:6]([CH2:7][O:8][N+:9](=[O:10])[O-:11])[O:12][N+:13](=[O:14])[O-:15])([O:16][CH2:17][C:18](=[C:19]([CH2:20][OH:21])[c:22]1[cH:23][cH:24][cH:25][cH:26][cH:27]1)[c:28]1[cH:29][cH:30][c:31]([S:34](=[O:35])(=[O:36])[CH3:37])[cH:32][cH:33]1)=[O:38].[Cl:40][CH2:41][Cl:42].[OH2:39]>>[C:1]([O:2][CH2:3][CH2:4][CH2:5][CH:6]([CH2:7][O:8][N+:9](=[O:10])[O-:11])[O:12][N+:13](=[O:14])[O-:15])([O:16][CH2:17][C:18](=[C:19]([C:20](=[O:21])[OH:39])[c:22]1[cH:23][cH:24][cH:25][cH:26][cH:27]1)[c:28]1[cH:29][cH:30][c:31]([S:34](=[O:35])(=[O:36])[CH3:37])[cH:32][cH:33]1)=[O:38]. Reactants: C1CCOC1, O=Cc1cccc(Cl)c1, Cl, Cl, NC1CN2CCC1CC2, [Na+], [OH-], O. Product: Clc1cccc(CNC2CN3CCC2CC3)c1. As a reaction SMILES: [CH2:21]1[O:22][CH2:23][CH2:24][CH2:25]1.[Cl:12][c:13]1[cH:14][c:15]([CH:16]=[O:17])[cH:18][cH:19][cH:20]1.[ClH:1].[ClH:2].[NH2:3][CH:4]1[CH2:5][N:6]2[CH2:7][CH2:8][CH:9]1[CH2:10][CH2:11]2.[Na+:27].[OH-:26].[OH2:28]>>[NH:3]([CH:4]1[CH2:5][N:6]2[CH2:7][CH2:8][CH:9]1[CH2:10][CH2:11]2)[CH2:16][c:15]1[cH:14][c:13]([Cl:12])[cH:20][cH:19][cH:18]1. The reactants are ClCCl, CC1=C(c2ccc(F)cc2N)C(=O)CC1, Cc1cc(C)c(S(=O)(=O)Cl)c(C)c1, c1ccncc1. RXN SMILES: [CH2:35]([Cl:36])[Cl:37].[NH2:1][c:2]1[c:3]([C:9]2=[C:13]([CH3:14])[CH2:12][CH2:11][C:10]2=[O:15])[cH:4][cH:5][c:6]([F:8])[cH:7]1.[c:22]1([CH3:34])[c:23]([S:30](=[O:31])(=[O:32])[Cl:33])[c:24]([CH3:29])[cH:25][c:26]([CH3:28])[cH:27]1.[cH:16]1[cH:17][cH:18][n:19][cH:20][cH:21]1>>[NH:1]([c:2]1[c:3]([C:9]2=[C:13]([CH3:14])[CH2:12][CH2:11][C:10]2=[O:15])[cH:4][cH:5][c:6]([F:8])[cH:7]1)[S:30]([c:23]1[c:22]([CH3:34])[cH:27][c:26]([CH3:28])[cH:25][c:24]1[CH3:29])(=[O:31])=[O:32]. The product is CC1=C(c2ccc(F)cc2NS(=O)(=O)c2c(C)cc(C)cc2C)C(=O)CC1. Starting materials: BrC(Br)(Br)Br, ClCCl, CCCCCC, CCCCCc1ccc(-c2ccc(C=O)cc2)cc1, c1ccc(P(c2ccccc2)c2ccccc2)cc1. Yields the product CCCCCc1ccc(-c2ccc(C=C(Br)Br)cc2)cc1. RXN SMILES: [Br:1][C:2]([Br:3])([Br:4])[Br:5].[CH2:50]([Cl:51])[Cl:52].[CH3:44][CH2:45][CH2:46][CH2:47][CH2:48][CH3:49].[CH:25](=[O:26])[c:27]1[cH:28][cH:29][c:30](-[c:33]2[cH:34][cH:35][c:36]([CH2:39][CH2:40][CH2:41][CH2:42][CH3:43])[cH:37][cH:38]2)[cH:31][cH:32]1.[c:6]1([P:7]([c:8]2[cH:9][cH:10][cH:11][cH:12][cH:13]2)[c:14]2[cH:15][cH:16][cH:17][cH:18][cH:19]2)[cH:20][cH:21][cH:22][cH:23][cH:24]1>>[Br:1][C:2]([Br:5])=[CH:25][c:27]1[cH:28][cH:29][c:30](-[c:33]2[cH:34][cH:35][c:36]([CH2:39][CH2:40][CH2:41][CH2:42][CH3:43])[cH:37][cH:38]2)[cH:31][cH:32]1. Starting materials: ClC=1C=C2C(=NC=NC2=CC1C(=O)N1CCCC1)NC(CCC(=O)O)C1=NC2=C(N1C(=O)OC(C)(C)C)C=CC(=C2)Cl (6-chloro-4-[1-(1-tert.-butyloxycarbonyl-5-chloro-1H-benzimidazol-2-yl)-3-hydroxycarbonyl-propyl-amino]-7-(pyrrolidin-1-yl-carbonyl)-quinazoline), C1(CCCC1)N (cyclopentylamine), CN(C)C(=[N+](C)C)ON1C2=C(C=CC=C2)N=N1.[B-](F)(F)(F)F (TBTU), FC(C(=O)O)(F)F (trifluoroacetic acid). The solvent is C(C)#N.O1CCCC1 (acetonitrile tetrahydrofuran). Product: ClC=1C=C2C(=NC=NC2=CC1C(=O)N1CCCC1)NC(CCC(=O)NC1CCCC1)C1=NC2=C(N1)C=CC(=C2)Cl (6-chloro-4-[1-(5-chloro-1H-benzimidazol-2-yl)-3-(cyclopentylamino-carbonyl)-propyl-amino]-7-(pyrrolidin-1-yl-carbonyl)-quinazoline). Reaction SMILES: [Cl:1][C:2]1[CH:3]=[C:4]2[C:9](=[CH:10][C:11]=1[C:12]([N:14]1[CH2:18][CH2:17][CH2:16][CH2:15]1)=[O:13])[N:8]=[CH:7][N:6]=[C:5]2[NH:19][CH:20]([C:26]1[N:30](C(OC(C)(C)C)=O)[C:29]2[CH:38]=[CH:39][C:40]([Cl:42])=[CH:41][C:28]=2[N:27]=1)[CH2:21][CH2:22][C:23]([OH:25])=O.[CH:43]1([NH2:48])[CH2:47][CH2:46][CH2:45][CH2:44]1.CN(C(ON1N=NC2C=CC=CC1=2)=[N+](C)C)C.[B-](F)(F)(F)F.FC(F)(F)C(O)=O>C(#N)C.O1CCCC1>[Cl:1][C:2]1[CH:3]=[C:4]2[C:9](=[CH:10][C:11]=1[C:12]([N:14]1[CH2:15][CH2:16][CH2:17][CH2:18]1)=[O:13])[N:8]=[CH:7][N:6]=[C:5]2[NH:19][CH:20]([C:26]1[NH:30][C:29]2[CH:38]=[CH:39][C:40]([Cl:42])=[CH:41][C:28]=2[N:27]=1)[CH2:21][CH2:22][C:23]([NH:48][CH:43]1[CH2:47][CH2:46][CH2:45][CH2:44]1)=[O:25] |f:2.3,5.6|. Reported procedure: Prepared analogously to Example 61 from 6-chloro-4-[1-(1-tert.-butyloxycarbonyl-5-chloro-1H-benzimidazol-2-yl)-3-hydroxycarbonyl-propyl-amino]-7-(pyrrolidin-1-yl-carbonyl)-quinazoline and cyclopentylamine with TBTU in acetonitrile/tetrahydrofuran and subsequent reaction with trifluoroacetic acid. As a reaction SMILES: [N:1]1[NH:2][C:3](=[O:14])[C:4]2[C:13]=1[C:12]1[CH:11]=[CH:10][CH:9]=[CH:8]C=1NC=2.P([O-])([O-])([O-])=O.[K+].[K+].[K+].CN[C@@H:25]1[CH2:30][CH2:29][CH2:28][CH2:27][C@H:26]1NC.[F:33][C:34]1[CH:39]=[CH:38][CH:37]=[CH:36][C:35]=1I.[CH3:41][N:42]([CH3:45])[CH:43]=O>[Cu]I>[F:33][C:34]1[CH:39]=[CH:38][CH:37]=[CH:36][C:35]=1[N:2]1[C:3](=[O:14])[C:4]2=[CH:41][N:42]([CH2:43][C:29]3[CH:28]=[CH:27][C:26]([C:25]4[CH:30]=[CH:29][CH:28]=[CH:27][CH:26]=4)=[CH:25][CH:30]=3)[C:45]3[CH:8]=[CH:9][CH:10]=[CH:11][C:12]=3[C:13]2=[N:1]1 |f:1.2.3.4|. Reaction conditions: time 15 hour. Starting materials: CN(C=O)C (N,N-dimethylformamide), N=1NC(C2=CNC=3C=CC=CC3C21)=O (2,5-dihydro-3H-pyrazolo[4,3-c]quinolin-3-one), P(=O)([O-])([O-])[O-].[K+].[K+].[K+] (potassium phosphate), CN[C@H]1[C@@H](CCCC1)NC ((±)-trans-N,N′-bismethyl-1,2-cyclohexane diamine), FC1=C(C=CC=C1)I (2-fluoroiodobenzene). The reagents and catalysts are [Cu]I (copper(I) iodide). Yields the product FC1=C(C=CC=C1)N1N=C2C(=CN(C=3C=CC=CC23)CC2=CC=C(C=C2)C2=CC=CC=C2)C1=O (2-(2-fluorophenyl)-5-(biphenyl-4-ylmethyl)-2,5-dihydro-3H-pyrazolo[4,3-c]quinolin-3-one). Procedure: 5-Biphenyl-4-ylmethyl)-2,5-dihydro-3H-pyrazolo[4,3-c]quinolin-3-one (51 mg, 0.14 mmol), potassium phosphate (77 mg, 0.36 mmol, 2.5 equiv), (±)-trans-N,N′-bismethyl-1,2-cyclohexane diamine (4.1 mg, 0.029 mmol, 0.2 equiv), copper(I) iodide (2.8 mg, 0.015 mmol, 0.1 equiv) and 2-fluoroiodobenzene (17 μL, 0.14 mmol, 1 equiv) were combined in a sealed tube containing N,N-dimethylformamide (2 mL). The mixture was sparged under a nitrogen atmosphere, the vessel was sealed and placed into an preheated oi... Reactants: P(=O)(O)(O)[O-].[Na+] (sodium dihydrogen phosphate), Cl.C(C)OC([C@@H](N)CS)=O (L-Cysteine ethyl ester hydrochloride), [Na] (sodium), sodium salts, BrCCCCC(=O)OCC (ethyl 5-bromovalerate). Solvent: CS(=O)C (dimethylsulphoxide), C(C)O (ethanol). Conditions: time 8 hour. Yields the product C(C)OC([C@@H](N)CSCCCCC(=O)OCC)=O (S-(4-Ethoxycarbonyl butyl)-L-cysteine ethyl ester). Reaction SMILES: Cl.[CH2:2]([O:4][C:5](=[O:10])[C@H:6]([CH2:8][SH:9])[NH2:7])[CH3:3].[Na].Br[CH2:13][CH2:14][CH2:15][CH2:16][C:17]([O:19][CH2:20][CH3:21])=[O:18].P([O-])(O)(O)=O.[Na+]>C(O)C.CS(C)=O>[CH2:2]([O:4][C:5](=[O:10])[C@H:6]([CH2:8][S:9][CH2:13][CH2:14][CH2:15][CH2:16][C:17]([O:19][CH2:20][CH3:21])=[O:18])[NH2:7])[CH3:3] |f:0.1,4.5,^1:10|. Reported procedure: L-Cysteine ethyl ester hydrochloride (18.6 g; 0.10 mole) was added to a solution of sodium (4.6 g; 0.20 g.a) in ethanol (320 ml, absolute), stirred 15 minutes and then the solvent removed in vacuo. To a solution of the residual sodium salts in dry dimethylsulphoxide (200 ml) was added ethyl 5-bromovalerate (21.0 g; 0.10 mole) in a single portion with stirring. The reaction mixture was allowed to stand at room temperature overnight, warmed on a steam bath for 5 mins. and then poured onto water (3... The reactants are N#Cc1ccc(O)c(Br)c1, C1CCOC1, CCOCC, c1ccc(P(c2ccccc2)c2ccccc2)cc1, OCCc1ccsc1. Product: N#Cc1ccc(OCCc2ccsc2)c(Br)c1. As a reaction SMILES: [Br:1][c:2]1[cH:3][c:4]([C:5]#[N:6])[cH:7][cH:8][c:9]1[OH:10].[CH2:38]1[O:39][CH2:40][CH2:41][CH2:42]1.[CH3:43][CH2:44][O:45][CH2:46][CH3:47].[c:19]1([P:20]([c:21]2[cH:22][cH:23][cH:24][cH:25][cH:26]2)[c:27]2[cH:28][cH:29][cH:30][cH:31][cH:32]2)[cH:33][cH:34][cH:35][cH:36][cH:37]1.[s:11]1[cH:12][c:13]([CH2:16][CH2:17][OH:18])[cH:14][cH:15]1>>[Br:1][c:2]1[cH:3][c:4]([C:5]#[N:6])[cH:7][cH:8][c:9]1[O:10][CH2:17][CH2:16][c:13]1[cH:12][s:11][cH:15][cH:14]1.